Dataset: the Open Reaction Database (ORD), a public repository of structured organic reaction records. Task: describe an organic reaction: reactants, conditions, products, and yield Reactants: C([O-])([O-])=O.[K+].[K+] (potassium carbonate), BrCC(C)C (1 -bromo-2-methylpropane), BrC=1C=CC(=C(CN(CC)C2=CC=C(C=N2)C(=O)OCCCC)C1)O (Butyl 6-[N-(5-bromo-2-hydroxybenzyl)-N-ethylamino]pyridine-3-carboxylate), C([O-])([O-])=O.[K+].[K+] (potassium carbonate), CN(C=O)C (dimethylformamide), BrCC(C)C (1-bromo-2-methylpropane). Reaction conditions: time 8 hour. Yields the product BrC=1C=CC(=C(CN(CC)C2=CC=C(N=N2)C(=O)OCCCC)C1)OCC(C)C (Butyl 6-[N-(5-bromo-2-(2-methylpropoxy)benzyl)-N-ethylamino]pyridazine-3-carboxylate). Yield: 98.0%. As a reaction SMILES: [Br:1][C:2]1[CH:3]=[CH:4][C:5]([OH:25])=[C:6]([CH:24]=1)[CH2:7][N:8]([C:11]1[N:16]=C[C:14]([C:17]([O:19][CH2:20][CH2:21][CH2:22][CH3:23])=[O:18])=[CH:13][CH:12]=1)[CH2:9][CH3:10].C(=O)([O-])[O-].[K+].[K+].Br[CH2:33][CH:34]([CH3:36])[CH3:35].C[N:38](C)C=O>>[Br:1][C:2]1[CH:3]=[CH:4][C:5]([O:25][CH2:33][CH:34]([CH3:36])[CH3:35])=[C:6]([CH:24]=1)[CH2:7][N:8]([C:11]1[N:16]=[N:38][C:14]([C:17]([O:19][CH2:20][CH2:21][CH2:22][CH3:23])=[O:18])=[CH:13][CH:12]=1)[CH2:9][CH3:10] |f:1.2.3|. Procedure: Butyl 6-[N-(5-bromo-2-hydroxybenzyl)-N-ethylamino]pyridine-3-carboxylate (reference example 3) (1.12 g, 2.76 mmol) in dimethylformamide (16 ml) was treated with potassium carbonate followed by 1-bromo-2-methylpropane (0.16 ml, 770 mg, 5.6 mmol) and stirred at ambient temperature overnight. TLC showed reaction to be incomplete so further potassium carbonate (1.12 g) and 1 -bromo-2-methylpropane were added and the mixture stirred at ambient temperature over two days. The mixture was then evaporate...